Dataset: the Open Reaction Database (ORD), a public repository of structured organic reaction records. Task: describe an organic reaction: reactants, conditions, products, and yield The reactants are N(=O)[O-].[Na+] (sodium nitrite), C(=O)(OCC1=CC=CC=C1)N(C)[C@H](C1=CC=C(C=C1)N)C ((S)-(-)-N-carbobenzyloxy-N-methyl-4-amino-α-methylbenzylamine), C1(=CC=CC=C1)C (Toluene). The solvent is O (water), S(O)(O)(=O)=O (sulfuric acid). Conditions: temperature 82.5 celsius, time 0.5 hour. Product: C(=O)(OCC1=CC=CC=C1)N(C)[C@H](C1=CC=C(C=C1)O)C ((S)-(-)-N-Carbobenzyloxy-N-methyl-4-hydroxy-α-methylbenzylamine). Yield: 58.4%. As a reaction SMILES: [C:1]([N:11]([C@@H:13]([CH3:21])[C:14]1[CH:19]=[CH:18][C:17](N)=[CH:16][CH:15]=1)[CH3:12])([O:3][CH2:4][C:5]1[CH:10]=[CH:9][CH:8]=[CH:7][CH:6]=1)=[O:2].N([O-])=[O:23].[Na+].C1(C)C=CC=CC=1>S(=O)(=O)(O)O.O>[C:1]([N:11]([C@@H:13]([CH3:21])[C:14]1[CH:19]=[CH:18][C:17]([OH:23])=[CH:16][CH:15]=1)[CH3:12])([O:3][CH2:4][C:5]1[CH:10]=[CH:9][CH:8]=[CH:7][CH:6]=1)=[O:2] |f:1.2|. Procedure: The above (S)-(-)-N-carbobenzyloxy-N-methyl-4-amino-α-methylbenzylamine (6.0 gm, assume 21 mmol) was dissolved in 2N sulfuric acid (63 mL) and cooled in an ice salt bath. A solution of sodium nitrite (1.6 gm, 23 mmol) in water (25 mL) was added over 15 min at 0-5° C. and the reaction stirred for another 0.5 hr. Toluene (100 mL) was then added and the reaction was rapidly heated to 80-85° C. on a steam bath. The reaction turned very dark and after 10 min was poured onto ice and extracted with 2 p... The reactants are O (water), ClC1=C(C=O)C=CC(=C1)N(C)C (2-chloro-4-dimethylaminobenzaldehyde), [N+](=O)([O-])CC (nitroethane), C(C)(=O)[O-].[NH4+] (ammonium acetate). Run in C(C)O (ethanol). Product: CN(C1=CC(=C(C=C1)C=C(C)[N+](=O)[O-])Cl)C (N,N-DIMETHYL-3-CHLORO-4-(2-NITROPROPENYL)ANILINE). RXN SMILES: [Cl:1][C:2]1[CH:9]=[C:8]([N:10]([CH3:12])[CH3:11])[CH:7]=[CH:6][C:3]=1[CH:4]=O.[N+:13]([CH2:16][CH3:17])([O-:15])=[O:14].C([O-])(=O)C.[NH4+].O>C(O)C>[CH3:11][N:10]([CH3:12])[C:8]1[CH:7]=[CH:6][C:3]([CH:4]=[C:16]([N+:13]([O-:15])=[O:14])[CH3:17])=[C:2]([Cl:1])[CH:9]=1 |f:2.3|. Procedure details: A solution of 36.8 g of 2-chloro-4-dimethylaminobenzaldehyde, 18 ml of nitroethane and 15 g of ammonium acetate in 150 ml of absolute ethanol is refluxed for 2 hours. The mixture is then poured into 1.5 l of water, whereupon the compound separates as a viscous red oil, which crystallizes on scratching. Recrystallization from ethanol yields 18.0 g of the compound, melting at 93°-94°. The reactants are C(CC(O)(C(=O)O)CC(=O)O)(=O)O (Citric acid), ClC1=C2C(=NC=N1)N(N=C2)C2=C(C=NC=C2)C (4-chloro-1-(3-methylpyridin-4-yl)-1H-pyrazolo[3,4-d]pyrimidine), [H-].[Na+] (Sodium hydride), oil, O[C@H](C(=O)NC1=NC=C(C=C1)C)COC(C)C ((S)-2-hydroxy-3-isopropoxy-N-(5-methylpyridin-2-yl)propanamide), O[C@H](C(=O)NC1=NC=C(C=C1)C)COC(C)C ((S)-2-hydroxy-3-isopropoxy-N-(5-methylpyridin-2-yl)propanamide). The solvent is C1CCOC1 (THF), C1CCOC1 (THF). Conditions: temperature 0 celsius, time 10 minute. The product is CC=1C=CC(=NC1)NC([C@H](COC(C)C)OC1=NC=NC2=C1C=NN2C2=C(C=NC=C2)C)=O ((2S)—N-(5-methylpyridin-2-yl)-2-[1-(3-methylpyridin-4-yl)pyrazolo[4,5-e]pyrimidin-4-yl]oxy-3-propan-2-yloxypropanamide). Isolated yield 82.8%. Reaction SMILES: [H-].[Na+].[OH:3][C@@H:4]([CH2:15][O:16][CH:17]([CH3:19])[CH3:18])[C:5]([NH:7][C:8]1[CH:13]=[CH:12][C:11]([CH3:14])=[CH:10][N:9]=1)=[O:6].Cl[C:21]1[N:26]=[CH:25][N:24]=[C:23]2[N:27]([C:30]3[CH:35]=[CH:34][N:33]=[CH:32][C:31]=3[CH3:36])[N:28]=[CH:29][C:22]=12.C(O)(=O)CC(CC(O)=O)(C(O)=O)O>C1COCC1>[CH3:14][C:11]1[CH:12]=[CH:13][C:8]([NH:7][C:5](=[O:6])[C@@H:4]([O:3][C:21]2[C:22]3[CH:29]=[N:28][N:27]([C:30]4[CH:35]=[CH:34][N:33]=[CH:32][C:31]=4[CH3:36])[C:23]=3[N:24]=[CH:25][N:26]=2)[CH2:15][O:16][CH:17]([CH3:19])[CH3:18])=[N:9][CH:10]=1 |f:0.1|. Reported procedure: 60% Sodium hydride in mineral oil (48.8 mg, 1.22 mmol) was added in one portion to (S)-2-hydroxy-3-isopropoxy-N-(5-methylpyridin-2-yl)propanamide (Intermediate C7) (194 mg, 0.81 mmol) in anhydrous THF (5 mL) cooled to 0° C. under nitrogen. The resulting suspension was stirred at 0° C. for 10 minutes and then 4-chloro-1-(3-methylpyridin-4-yl)-1H-pyrazolo[3,4-d]pyrimidine (Intermediate M1) (200 mg, 0.81 mmol) as suspension in dry THF (4 mL) added dropwise over 1 minute. The mixture was stirred at ... Starting materials: FC(C(=O)NC1=CC(=C(C=C1)S(NC=1C=CC2=C(B(OC2)O)C1)(=O)=O)CCF)(F)F (2,2,2-trifluoro-N-(3-(2-fluoroethyl)-4-(N-(1-hydroxy-1,3-dihydrobenzo[c][1,2]oxaborol-6-yl)sulfamoyl)phenyl)acetamide), [NH4+] (ammonium). Solvent: CO (MeOH), CO (MeOH). The product is NC1=CC(=C(C=C1)S(=O)(=O)NC=1C=CC2=C(B(OC2)O)C1)CCF (4-Amino-2-(2-fluoroethyl)-N-(1-hydroxy-1,3-dihydrobenzo[c][1,2]oxaborol-6-yl)benzenesulfonamide). Yield: 52.9%. Reaction SMILES: FC(F)(F)C([NH:5][C:6]1[CH:11]=[CH:10][C:9]([S:12](=[O:25])(=[O:24])[NH:13][C:14]2[CH:15]=[CH:16][C:17]3[CH2:21][O:20][B:19]([OH:22])[C:18]=3[CH:23]=2)=[C:8]([CH2:26][CH2:27][F:28])[CH:7]=1)=O.[NH4+]>CO>[NH2:5][C:6]1[CH:11]=[CH:10][C:9]([S:12]([NH:13][C:14]2[CH:15]=[CH:16][C:17]3[CH2:21][O:20][B:19]([OH:22])[C:18]=3[CH:23]=2)(=[O:24])=[O:25])=[C:8]([CH2:26][CH2:27][F:28])[CH:7]=1. Procedure: A solution of 2,2,2-trifluoro-N-(3-(2-fluoroethyl)-4-(N-(1-hydroxy-1,3-dihydrobenzo[c][1,2]oxaborol-6-yl)sulfamoyl)phenyl)acetamide (210 mg, 0.47 mmol) and 7M ammonium in MeOH (10 mL) in 10 mL of MeOH was stirred in a sealed tube at 60° C. for 2 hours. After concentrated, the crude mixture was purified by prep HPLC (SunFire Prep C18 OBD 5 uM 30×50 mm column) to give the title compound as a yellow solid (87 mg). MS calcd for (C15H16BFN2O4S): 350.1. MS found (ESI negative): (M−H)−=349.1. 1H NMR (4... The reactants are C[Zn]C (dimethyl zinc), solution, [Li+].[OH-] (LiOH), Pd(dppf), COC(C1=CC(=C(C=C1)OS(=O)(=O)C(F)(F)F)C=O)=O (3-formyl-4-trifluoromethanesulfonyloxy-benzoic acid methyl ester). Solvent: C1(=CC=CC=C1)C (toluene), O1CCOCC1 (dioxane). The product is C(=O)C=1C=C(C(=O)O)C=CC1C (3-formyl-4-methyl-benzoic acid). Reaction SMILES: C[O:2][C:3](=[O:20])[C:4]1[CH:9]=[CH:8][C:7](OS(C(F)(F)F)(=O)=O)=[C:6]([CH:18]=[O:19])[CH:5]=1.[CH3:21][Zn]C.[Li+].[OH-]>O1CCOCC1.C1(C)C=CC=CC=1>[CH:18]([C:6]1[CH:5]=[C:4]([CH:9]=[CH:8][C:7]=1[CH3:21])[C:3]([OH:2])=[O:20])=[O:19] |f:2.3|. Procedure: Under nitrogen, Pd(dppf) (72 mg, 89 μmol) was added to a solution of 3-formyl-4-trifluoromethanesulfonyloxy-benzoic acid methyl ester (2.80 g, 8.97 mmol) in dioxane (40 mL). The mixture was stirred at rt and dimethyl zinc (11.2 g, 13.5 mmol, 12.1 mL of a 1.2M solution in toluene) was added. The mixture was stirred at 75° C. for 1 h. The mixture was cooled to rt before a 2M aq. LiOH solution (40 mL) was added. The mixture was stirred at rt for 2 h before it was concentrated. The residue was disso... Starting materials: CC1(CCSC2=CC=C(C=C12)C=O)C (4,4-dimethyl-3,4-dihydro-2H-thiochromene-6-carbaldehyde), C1=CC(=CC(=C1)Cl)C(=O)OO (mCPBA). Run in ClCCl (dichloromethane), ClCCl (dichloromethane). Reaction conditions: time 30 minute. Yields the product CC1(CCS(C2=CC=C(C=C12)C=O)=O)C (4,4-dimethyl-3,4-dihydro-2H-thiochromene-6-carbaldehyde 1-oxide). Reaction SMILES: [CH3:1][C:2]1([CH3:14])[C:11]2[C:6](=[CH:7][CH:8]=[C:9]([CH:12]=[O:13])[CH:10]=2)[S:5][CH2:4][CH2:3]1.C1C=C(Cl)C=C(C(OO)=[O:23])C=1>ClCCl>[CH3:1][C:2]1([CH3:14])[C:11]2[C:6](=[CH:7][CH:8]=[C:9]([CH:12]=[O:13])[CH:10]=2)[S:5](=[O:23])[CH2:4][CH2:3]1. Procedure: 4,4-Dimethyl-3,4-dihydro-2H-thiochromene-6-carbaldehyde (449 mg, 2.18 mmol, Example 5-28, Step 2) was dissolved in dichloromethane (22.0 mL) and mCPBA (751 mg, 4.35 mmol) was added in one portion. The reaction mixture was stirred at room temperature for 30 minutes. The mixture was then diluted with dichloromethane, washed with saturated aqueous NaHCO3, saturated aqueous NaCl, dried over Na2SO4, filtered and concentrated under vacuum. The crude mixture was purified by silica gel chromatography el... Starting materials: C(C1=CC=CC=C1)(=O)Cl (Benzoylchloride), C(C)N(CC)CCCC1=CC=C(C=C1)[N+](=O)[O-] (N,N-diethyl-3-(p-nitrophenyl)-propylamine). Solvent: N1=CC=CC=C1 (pyridine), N1=CC=CC=C1 (pyridine), ClCCl (dichloromethane). The product is C(C)N(CCCC1=CC=C(C=C1)NC(C1=CC=CC=C1)=O)CC (N-{4-[3-(Diethylamino)propyl]phenyl}-benzamide). As a reaction SMILES: [C:1](Cl)(=[O:8])[C:2]1[CH:7]=[CH:6][CH:5]=[CH:4][CH:3]=1.[CH2:10]([N:12]([CH2:15][CH2:16][CH2:17][C:18]1[CH:23]=[CH:22][C:21]([N+:24]([O-])=O)=[CH:20][CH:19]=1)[CH2:13][CH3:14])[CH3:11]>N1C=CC=CC=1.ClCCl>[CH2:13]([N:12]([CH2:10][CH3:11])[CH2:15][CH2:16][CH2:17][C:18]1[CH:19]=[CH:20][C:21]([NH:24][C:1](=[O:8])[C:2]2[CH:7]=[CH:6][CH:5]=[CH:4][CH:3]=2)=[CH:22][CH:23]=1)[CH3:14]. Reported procedure: Benzoylchloride (6.33 g, 45 mmol) in pyridine (50 mL) was added over a 15-minute period to a solution of N,N-diethyl-3-(p-nitrophenyl)-propylamine (9.4 g, 45 mmol) in pyridine (50 mL). The solution was refluxed for 1.5 hours. The solvent was evaporated, giving a brown oil. The oil was dissolved in dichloromethane (300 mL) and washed with 1N NaOH (200 mL). The dichloromethane layer was dried and evaporated. Toluene (100 mL) was added to the resulting oil and re-evaporated. The semi-solid residue ...